This data is from the Open Reaction Database (ORD), a public repository of structured organic reaction records. The task is: describe an organic reaction: reactants, conditions, products, and yield The product is Cn1c(=O)c(C(=O)O)nc2ccccc21. As a reaction SMILES: [CH3:1][n:2]1[c:3](=[O:17])[c:4]([C:12](=[O:13])[O:14][CH2:15][CH3:16])[n:5][c:6]2[cH:7][cH:8][cH:9][cH:10][c:11]12.[CH3:20][CH2:21][OH:22].[Na+:19].[OH-:18]>>[CH3:1][n:2]1[c:3](=[O:17])[c:4]([C:12](=[O:13])[OH:14])[n:5][c:6]2[cH:7][cH:8][cH:9][cH:10][c:11]12. Starting materials: CCOC(=O)c1nc2ccccc2n(C)c1=O, CCO, [Na+], [OH-]. The reactants are ClCCl, CC(C)(C)OC(=O)n1cc(Cn2c(=S)[nH]c(=O)c3[nH]cnc32)c2c(F)cccc21, O=C(O)C(F)(F)F. Product: O=c1[nH]c(=S)n(Cc2c[nH]c3cccc(F)c23)c2nc[nH]c12. As a reaction SMILES: [Cl:30][CH2:31][Cl:32].[F:1][c:2]1[c:3]2[c:4]([CH2:18][n:19]3[c:20](=[S:29])[nH:21][c:22](=[O:28])[c:23]4[nH:24][cH:25][n:26][c:27]34)[cH:5][n:6]([C:11]([O:12][C:13]([CH3:14])([CH3:15])[CH3:16])=[O:17])[c:7]2[cH:8][cH:9][cH:10]1.[F:33][C:34]([F:35])([F:36])[C:37]([OH:38])=[O:39]>>[F:1][c:2]1[c:3]2[c:4]([CH2:18][n:19]3[c:20](=[S:29])[nH:21][c:22](=[O:28])[c:23]4[nH:24][cH:25][n:26][c:27]34)[cH:5][nH:6][c:7]2[cH:8][cH:9][cH:10]1. Starting materials: OC1C=C(C(C1)=O)CCCCCCC(=O)O (7-(3-Hydroxy-5-oxo-1-cyclopenten-1-yl)-heptanoic acid), C(C1=CC=CC=C1)(=O)NC1=CC=C(C=C1)O (p-benzoylaminophenol), CC(=O)C (acetone), ClC(=O)OCC(C)C (isobutyl chloroformate). Run in N1=CC=CC=C1 (pyridine), C(C)N(CC)CC (triehtylamine). Conditions: temperature 25 celsius, time 5 minute. The product is C(C1=CC=CC=C1)(=O)NC1=CC=C(C=C1)OC(CCCCCCC1=CC(CC1=O)O)=O (7-(3-hydroxy-5-oxo-1-cyclopenten-1-yl)-heptanoic acid p-benzoylaminophenyl ester). Reaction SMILES: [OH:1][CH:2]1[CH2:6][C:5](=[O:7])[C:4]([CH2:8][CH2:9][CH2:10][CH2:11][CH2:12][CH2:13][C:14]([OH:16])=[O:15])=[CH:3]1.CC(C)=O.ClC(OCC(C)C)=O.[C:29]([NH:37][C:38]1[CH:43]=[CH:42][C:41](O)=[CH:40][CH:39]=1)(=[O:36])[C:30]1[CH:35]=[CH:34][CH:33]=[CH:32][CH:31]=1>N1C=CC=CC=1.C(N(CC)CC)C>[C:29]([NH:37][C:38]1[CH:43]=[CH:42][C:41]([O:15][C:14](=[O:16])[CH2:13][CH2:12][CH2:11][CH2:10][CH2:9][CH2:8][C:4]2[C:5](=[O:7])[CH2:6][CH:2]([OH:1])[CH:3]=2)=[CH:40][CH:39]=1)(=[O:36])[C:30]1[CH:31]=[CH:32][CH:33]=[CH:34][CH:35]=1. Procedure details: 0.326 g. of 7-(3-Hydroxy-5-oxo-1-cyclopenten-1-yl)-heptanoic acid were dissolved in 20 ml. of dry acetone. At -20° C., 0.23 ml. of triehtylamine were added and then 0.216 ml. isobutyl chloroformate. After 5 minutes, the temperature was permitted to increase to 25° C., and 0.4 g. of p-benzoylaminophenol dissolved in 10 ml. of dry pyridine was added dropwise. After 2 hours, the solvent was distilled off; the residue was extracted in ethyl acetate; the organic phase was washed with water and dried ... Reactants: CCC(C)(C)Cc1cn(S(=O)(=O)N(C)C)c(C(C)(O)Cc2ccc(Br)cc2)n1, Fc1ccc(Br)nc1, C1COCCO1, O, [Pd], c1ccc(P(c2ccccc2)c2ccccc2)cc1, c1ccc(P(c2ccccc2)c2ccccc2)cc1, c1ccc(P(c2ccccc2)c2ccccc2)cc1, c1ccc(P(c2ccccc2)c2ccccc2)cc1. The product is CCC(C)(C)Cc1cn(S(=O)(=O)N(C)C)c(C(C)(O)Cc2ccc(-c3ccc(F)cn3)cc2)n1. RXN SMILES: [Br:1][c:2]1[cH:3][cH:4][c:5]([CH2:8][C:9]([CH3:10])([OH:11])[c:12]2[n:13]([S:23](=[O:24])(=[O:25])[N:26]([CH3:27])[CH3:28])[cH:14][c:15]([CH2:17][C:18]([CH2:19][CH3:20])([CH3:21])[CH3:22])[n:16]2)[cH:6][cH:7]1.[Br:29][c:30]1[n:31][cH:32][c:33]([F:36])[cH:34][cH:35]1.[CH2:37]1[O:38][CH2:39][CH2:40][O:41][CH2:42]1.[OH2:43].[Pd:120].[c:101]1([P:102]([c:103]2[cH:104][cH:105][cH:106][cH:107][cH:108]2)[c:109]2[cH:110][cH:111][cH:112][cH:113][cH:114]2)[cH:115][cH:116][cH:117][cH:118][cH:119]1.[c:44]1([P:45]([c:46]2[cH:47][cH:48][cH:49][cH:50][cH:51]2)[c:52]2[cH:53][cH:54][cH:55][cH:56][cH:57]2)[cH:58][cH:59][cH:60][cH:61][cH:62]1.[c:63]1([P:64]([c:65]2[cH:66][cH:67][cH:68][cH:69][cH:70]2)[c:71]2[cH:72][cH:73][cH:74][cH:75][cH:76]2)[cH:77][cH:78][cH:79][cH:80][cH:81]1.[c:82]1([P:83]([c:84]2[cH:85][cH:86][cH:87][cH:88][cH:89]2)[c:90]2[cH:91][cH:92][cH:93][cH:94][cH:95]2)[cH:96][cH:97][cH:98][cH:99][cH:100]1>>[c:2]1(-[c:30]2[n:31][cH:32][c:33]([F:36])[cH:34][cH:35]2)[cH:3][cH:4][c:5]([CH2:8][C:9]([CH3:10])([OH:11])[c:12]2[n:13]([S:23](=[O:24])(=[O:25])[N:26]([CH3:27])[CH3:28])[cH:14][c:15]([CH2:17][C:18]([CH2:19][CH3:20])([CH3:21])[CH3:22])[n:16]2)[cH:6][cH:7]1.